Dataset: the Open Reaction Database (ORD), a public repository of structured organic reaction records. Task: describe an organic reaction: reactants, conditions, products, and yield The reactants are O1CC(NC2=C1C=CC(=C2)NC2=NC(=NC=C2F)NC2=CC(=CC=C2)O)=O (N4-[2H-1,4-Benzoxazin-3(4H)-one-6-yl]-5-fluoro-N2-(3-hydroxyphenyl)-2,4-pyrimidinediamine), P12(=S)SP3(=S)SP(=S)(S1)SP(=S)(S2)S3 (phosphorus pentasulfide), Cl (HCl). Run in N1=CC=CC=C1 (pyridine). The product is O1CC(NC2=C1C=CC(=C2)NC2=NC(=NC=C2F)NC2=CC(=CC=C2)O)=S (N4-[2H-1,4-benzoxazin-3(4H)-thione-6-yl]-5-fluoro-N2-(3-hydroxyphenyl)-2,4-pyrimidinediamine). Reaction SMILES: [O:1]1[C:6]2[CH:7]=[CH:8][C:9]([NH:11][C:12]3[C:17]([F:18])=[CH:16][N:15]=[C:14]([NH:19][C:20]4[CH:25]=[CH:24][CH:23]=[C:22]([OH:26])[CH:21]=4)[N:13]=3)=[CH:10][C:5]=2[NH:4][C:3](=O)[CH2:2]1.P12(SP3(SP(SP(S3)(S1)=S)(=S)S2)=S)=[S:29].Cl>N1C=CC=CC=1>[O:1]1[C:6]2[CH:7]=[CH:8][C:9]([NH:11][C:12]3[C:17]([F:18])=[CH:16][N:15]=[C:14]([NH:19][C:20]4[CH:25]=[CH:24][CH:23]=[C:22]([OH:26])[CH:21]=4)[N:13]=3)=[CH:10][C:5]=2[NH:4][C:3](=[S:29])[CH2:2]1. Procedure details: N4-[2H-1,4-Benzoxazin-3(4H)-one-6-yl]-5-fluoro-N2-(3-hydroxyphenyl)-2,4-pyrimidinediamine (800 mg, 2.18 mmol) and phosphorus pentasulfide (800 mg, 1.80 mmol) were stirred in pyridine (5 mL) at 70° C. for 2 h. The reaction solution was treated with 1N HCl solution to pH 5. The precipitation was collected with filtration, washed with water, dried to give N4-[2H-1,4-benzoxazin-3(4H)-thione-6-yl]-5-fluoro-N2-(3-hydroxyphenyl)-2,4-pyrimidinediamine. Starting materials: [BH4-], CCOc1ccc(COc2ccc3oc(C(C)=O)cc3c2)cc1, CO, [Na+], O. Product: CCOc1ccc(COc2ccc3oc(C(C)O)cc3c2)cc1. RXN SMILES: [BH4-:24].[CH2:1]([CH3:2])[O:3][c:4]1[cH:5][cH:6][c:7]([CH2:8][O:9][c:10]2[cH:11][cH:12][c:13]3[c:14]([cH:15][c:16]([C:18]([CH3:19])=[O:20])[o:17]3)[cH:21]2)[cH:22][cH:23]1.[CH3:27][OH:28].[Na+:25].[OH2:26]>>[CH2:1]([CH3:2])[O:3][c:4]1[cH:5][cH:6][c:7]([CH2:8][O:9][c:10]2[cH:11][cH:12][c:13]3[c:14]([cH:15][c:16]([CH:18]([CH3:19])[OH:20])[o:17]3)[cH:21]2)[cH:22][cH:23]1. Reactants: C, CCO, CC12CC=Cc3cccc(c31)CCC2, [Pd]. Product: CC12CCCc3cccc(c31)CCC2. Reaction SMILES: [C:18].[CH3:15][CH2:16][OH:17].[CH3:1][C:2]12[CH2:3][CH2:4][CH2:5][c:6]3[cH:7][cH:8][cH:9][c:10]([c:14]31)[CH:11]=[CH:12][CH2:13]2.[Pd:19]>>[CH3:1][C:2]12[CH2:3][CH2:4][CH2:5][c:6]3[cH:7][cH:8][cH:9][c:10]([c:14]31)[CH2:11][CH2:12][CH2:13]2. Reactants: BrC=1C(=C(C(=O)CC(=O)OCC)C=C(C1F)F)F (ethyl 3-bromo-2,4,5-trifluorobenzoylacetate), C(OCC)([O-])[O-] (ethyl orthoformate), C(C)(=O)OC(C)=O (acetic anhydride). Conditions: temperature 130 celsius, time 4.5 hour. Product: BrC=1C(=C(C(=O)C(C(=O)OCC)=COCC)C=C(C1F)F)F (Ethyl 2-(3-bromo-2,4,5-trifluorobenzoyl)-3-ethoxyacrylate). Isolated yield 99.5%. RXN SMILES: [Br:1][C:2]1[C:3]([F:18])=[C:4]([CH:13]=[C:14]([F:17])[C:15]=1[F:16])[C:5]([CH2:7][C:8]([O:10][CH2:11][CH3:12])=[O:9])=[O:6].[CH:19]([O-])([O-])[O:20][CH2:21][CH3:22].C(OC(=O)C)(=O)C>>[Br:1][C:2]1[C:3]([F:18])=[C:4]([CH:13]=[C:14]([F:17])[C:15]=1[F:16])[C:5]([C:7](=[CH:19][O:20][CH2:21][CH3:22])[C:8]([O:10][CH2:11][CH3:12])=[O:9])=[O:6]. Procedure details: A mixture of ethyl 3-bromo-2,4,5-trifluorobenzoylacetate (1.5 g), ethyl orthoformate (1.0 g) and acetic anhydride (1.2 g) was stirred at 130° C. for 4.5 hours and then concentrated to give the title compound (1.75 g) as yellow oil. Yields the product F[C@H]1[C@@H](CN(C1)C1=NC(=C2N=CN(C2=N1)C(C)C)NC=1C=NN(C1)C)NC(C=C)=O (N-((3R,4R)-4-fluoro-1-(9-isopropyl-6-((1-methyl-1H -pyrazol-4-yl)amino)-9H-purin-2-yl)pyrrolidin-3-yl)acrylamide). Reactants: N[C@@H]1CN(C[C@H]1F)C1=NC(=C2N=CN(C2=N1)C(C)C)NC=1C=NN(C1)C (2-((trans)-3-amino-4-fluoropyrrolidin-1-yl)-9-isopropyl-N-(1-methyl-1H-pyrazol-4-yl)-9H-purin-6-amine), C(=O)(O)[O-].[Na+] (NaHCO3), C(C=C)(=O)Cl (Acryloyl chloride). Run in C(Cl)Cl (DCM), C(Cl)Cl (DCM). RXN SMILES: [NH2:1][C@H:2]1[C@H:6]([F:7])[CH2:5][N:4]([C:8]2[N:16]=[C:15]3[C:11]([N:12]=[CH:13][N:14]3[CH:17]([CH3:19])[CH3:18])=[C:10]([NH:20][C:21]3[CH:22]=[N:23][N:24]([CH3:26])[CH:25]=3)[N:9]=2)[CH2:3]1.C([O-])(O)=O.[Na+].[C:32](Cl)(=[O:35])[CH:33]=[CH2:34]>C(Cl)Cl>[F:7][C@@H:6]1[CH2:5][N:4]([C:8]2[N:16]=[C:15]3[C:11]([N:12]=[CH:13][N:14]3[CH:17]([CH3:19])[CH3:18])=[C:10]([NH:20][C:21]3[CH:22]=[N:23][N:24]([CH3:26])[CH:25]=3)[N:9]=2)[CH2:3][C@H:2]1[NH:1][C:32](=[O:35])[CH:33]=[CH2:34] |f:1.2|. Reported procedure: Crude 2-((trans)-3-amino-4-fluoropyrrolidin-1-yl)-9-isopropyl-N-(1-methyl-1H-pyrazol-4-yl)-9H-purin-6-amine (assumed 1 mmol ca.) was partitioned between DCM (30 mL) and sat. aq. NaHCO3 (10 mL) and stirred vigorously. Acryloyl chloride (121 μL, 1.5 mmol) was added in one portion and the mixture stirred for 30 min. The mixture was then diluted with DCM (50 mL) and the organic layer was separated, dried over Na2SO4 and evaporated to give a dark residue that was subjected to chiral SFC purification ...